Dataset: the Open Reaction Database (ORD), a public repository of structured organic reaction records. Task: describe an organic reaction: reactants, conditions, products, and yield The reactants are CCCCO, OC1CCN(c2cc(-c3ccccc3)nc(Cl)n2)CC1, COc1ccc(N)cc1Cl. The product is COc1ccc(Nc2nc(-c3ccccc3)cc(N3CCC(O)CC3)n2)cc1Cl. As a reaction SMILES: [CH2:31]([OH:32])[CH2:33][CH2:34][CH3:35].[Cl:1][c:2]1[n:3][c:4](-[c:15]2[cH:16][cH:17][cH:18][cH:19][cH:20]2)[cH:5][c:6]([N:8]2[CH2:9][CH2:10][CH:11]([OH:14])[CH2:12][CH2:13]2)[n:7]1.[Cl:21][c:22]1[cH:23][c:24]([NH2:25])[cH:26][cH:27][c:28]1[O:29][CH3:30]>>[c:2]1([NH:25][c:24]2[cH:23][c:22]([Cl:21])[c:28]([O:29][CH3:30])[cH:27][cH:26]2)[n:3][c:4](-[c:15]2[cH:16][cH:17][cH:18][cH:19][cH:20]2)[cH:5][c:6]([N:8]2[CH2:9][CH2:10][CH:11]([OH:14])[CH2:12][CH2:13]2)[n:7]1. Reactants: CCCC(CCCCC)CC(=O)C1=CC=CC=C1 (4-nonylacetophenone), C(C(=O)OC)(=O)OC (dimethyl oxalate), C[O-].[Na+] (sodium methoxide), Cl (hydrochloric acid), CCOCC (ether). Solvent: C1=CC=CC=C1 (benzene), O (water), C1=CC=CC=C1 (benzene). As a reaction SMILES: [CH3:1][O-].[Na+].CCC[CH:7]([CH2:13][C:14]([C:16]1[CH:21]=[CH:20][CH:19]=[CH:18][CH:17]=1)=O)[CH2:8][CH2:9][CH2:10][CH2:11][CH3:12].[C:22]([O:28][CH3:29])(=[O:27])[C:23]([O:25]C)=O.Cl.[CH3:31][CH2:32][O:33]CC>C1C=CC=CC=1.O>[O:25]=[C:23]([CH2:31][C:32](=[O:33])[C:19]1[CH:18]=[CH:17][C:16]([CH2:14][CH2:13][CH2:7][CH2:8][CH2:9][CH2:10][CH2:11][CH2:12][CH3:1])=[CH:21][CH:20]=1)[C:22]([O:28][CH3:29])=[O:27] |f:0.1|. Yields the product O=C(C(=O)OC)CC(C1=CC=C(C=C1)CCCCCCCCC)=O (Methyl 2,4-dioxo-4-(4-nonylphenyl)-1-butanoate). Procedure: In 15 ml of dry benzene there was suspended 1.124 g (20.8 mMol) of sodium methoxide, and the mixture was cooled. The reaction was carried out under nitrogen. To the reaction mixture there was then added 4.92 g (20 mMol) of 4-nonylacetophenone and 2.36 g (20 mMol) of dimethyl oxalate in 25 ml of benzene. The reaction mixture was stirred at room temperature for 1 hour, and then 50 ml of ether, 16 ml of 2 N hydrochloric acid, and 4 ml of water were added, followed by stirring for an additional hour... Run at time 1 hour. Reactants: enamine, C(C=C)Br (allyl bromide), N1CCCC1 (pyrrolidine), COC1=CC=C2CCC(CC2=C1)=O (3,4-dihydro-7-methoxy-2(1H)naphthalenone), O (water), O (water). Run in C1=CC=CC=C1 (benzene), C1=CC=CC=C1 (Benzene), C1=CC=CC=C1 (benzene). Reaction conditions: time 4 hour. The product is C(C=C)C1C(CCC2=CC=C(C=C12)OC)=O (1-Allyl-3,4-dihydro-7-methoxy-2(1H)naphthalenone). As a reaction SMILES: [CH3:1][O:2][C:3]1[CH:12]=[C:11]2[C:6]([CH2:7][CH2:8][C:9](=[O:13])[CH2:10]2)=[CH:5][CH:4]=1.N1C[CH2:17][CH2:16][CH2:15]1.O.C(Br)C=C>C1C=CC=CC=1>[CH2:17]([CH:10]1[C:11]2[C:6](=[CH:5][CH:4]=[C:3]([O:2][CH3:1])[CH:12]=2)[CH2:7][CH2:8][C:9]1=[O:13])[CH:16]=[CH2:15]. Reported procedure: To a solution of 104.1 g (0.59 mole) 3,4-dihydro-7-methoxy-2(1H)naphthalenone in 100 ml dry benzene was added dropwise under nitrogen with stirring at room temperature 62.5 g (0.88 mole) pyrrolidine. After the addition (10-15 min), the reaction mixture was refluxed for 2.5 hr with azeotropic removal of water and then cooled to room temperature. The enamine solution was added dropwise to 143.8 g (1.19 mole) allyl bromide with stirring at a rate sufficient to maintain normal refluxing to provide a... The reactants are Cl(=O)[O-].[Na+] (sodium chlorite), O.P(=O)(O)(O)[O-].[Na+] (sodium dihydrogen phosphate monohydrate), FC1=C(C=C2C(=CNC2=C1)C=O)C1=CC=C(C=C1)CO (6-fluoro-5-[4-(hydroxymethyl)phenyl]-1H-indole-3-carbaldehyde), CC(C)=CC (2-methyl-2-butene). Run in O (water), C(C)#N (acetonitrile), C(C)(C)(C)O (tert-butanol). Conditions: temperature 0 celsius, time 65 hour. Yields the product FC1=C(C=C2C(=CNC2=C1)C(=O)O)C1=CC=C(C=C1)CO (6-fluoro-5-[4-(hydroxymethyl)phenyl]-1H-indole-3-carboxylic acid). The yield is 29.8%. As a reaction SMILES: [F:1][C:2]1[CH:10]=[C:9]2[C:5]([C:6]([CH:11]=[O:12])=[CH:7][NH:8]2)=[CH:4][C:3]=1[C:13]1[CH:18]=[CH:17][C:16]([CH2:19][OH:20])=[CH:15][CH:14]=1.CC(=CC)C.Cl([O-])=[O:27].[Na+].O.P([O-])(O)(O)=O.[Na+]>C(#N)C.C(O)(C)(C)C.O>[F:1][C:2]1[CH:10]=[C:9]2[C:5]([C:6]([C:11]([OH:27])=[O:12])=[CH:7][NH:8]2)=[CH:4][C:3]=1[C:13]1[CH:18]=[CH:17][C:16]([CH2:19][OH:20])=[CH:15][CH:14]=1 |f:2.3,4.5.6|. Reported procedure: A solution of 6-fluoro-5-[4-(hydroxymethyl)phenyl]-1H-indole-3-carbaldehyde (65 mg, 0.24 mmol) in acetonitrile (3 mL) and tert-butanol (3 mL) was treated with 2-methyl-2-butene (2 mL, 18.4 mmol) and cooled to 0° C. A solution of sodium chlorite (410 mg, 4.9 mmol) and sodium dihydrogen phosphate monohydrate (684 mg, 4.96 mmol) in water (3 mL) was added dropwise via an addition funnel. The reaction mixture was warmed to room temperature and stirred for 65 hours. The reaction was partially evaporat... The reactants are COC1=CN=C2C=CC(N(C2=C1)CCN1C[C@@H](OCC1)CNC(OC(C)(C)C)=O)=O (1,1-dimethylethyl [((2S)-4-{2-[7-(methyloxy)-2-oxo-1,5-naphthyridin-1(2H)-yl]ethyl}-2-morpholinyl)methyl]carbamate), Cl (HCl), O1CCOCC1 (1,4-dioxane), C([O-])([O-])=O (carbonate). The solvent is C(Cl)Cl (CH2Cl2). Reaction conditions: time 16 hour. The product is NC[C@H]1CN(CCO1)CCN1C(C=CC2=NC=C(C=C12)OC)=O (1-{2-[(2S)-2-(Aminomethyl)-4-morpholinyl]ethyl}-7-(methyloxy)-1,5-naphthyridin-2(1H)-one). As a reaction SMILES: [CH3:1][O:2][C:3]1[CH:12]=[C:11]2[C:6]([CH:7]=[CH:8][C:9](=[O:30])[N:10]2[CH2:13][CH2:14][N:15]2[CH2:20][CH2:19][O:18][C@@H:17]([CH2:21][NH:22]C(=O)OC(C)(C)C)[CH2:16]2)=[N:5][CH:4]=1.Cl.O1CCOCC1.C(=O)([O-])[O-]>C(Cl)Cl>[NH2:22][CH2:21][C@@H:17]1[O:18][CH2:19][CH2:20][N:15]([CH2:14][CH2:13][N:10]2[C:11]3[C:6](=[N:5][CH:4]=[C:3]([O:2][CH3:1])[CH:12]=3)[CH:7]=[CH:8][C:9]2=[O:30])[CH2:16]1. Procedure: To a solution of 1,1-dimethylethyl [((2S)-4-{2-[7-(methyloxy)-2-oxo-1,5-naphthyridin-1(2H)-yl]ethyl}-2-morpholinyl)methyl]carbamate (0.46 g, 1.10 mmol) in CH2Cl2 (10 mL) was added HCl in 1,4-dioxane (1.10 mL, 4.40 mmol) and the resulting solution stirred at ambient temperature for 16 h. After concentration under reduced pressure, the free base was formed by treating with excess MP carbonate to yield a yellow oil. (0.300 g, 85%).